describe an organic reaction: reactants, conditions, products, and yield From a dataset of the Open Reaction Database (ORD), a public repository of structured organic reaction records. The reactants are OC1=C(C=CC(=C1CCC)O)C(=O)C1=C(C=CC=C1)O ((2,4-dihydroxy-3-propylphenyl)(2-hydroxyphenyl)methanone), [H-].[Na+] (sodium hydride), BrCCCCCC#N (6-bromohexanenitrile), C(C)OCC.O (diethyl ether water). Run in CN(C=O)C (dimethylformamide), CN(C=O)C (dimethylformamide). Run at temperature 25 celsius, time 1 hour. Product: OC=1C(=C(OCCCCCC#N)C=CC1C(C1=C(C=CC=C1)O)=O)CCC (6-[3-Hydroxy-4-(2-hydroxybenzoyl)-2-propylphenoxy]hexanenitrile). RXN SMILES: [OH:1][C:2]1[C:7]([CH2:8][CH2:9][CH3:10])=[C:6]([OH:11])[CH:5]=[CH:4][C:3]=1[C:12]([C:14]1[CH:19]=[CH:18][CH:17]=[CH:16][C:15]=1[OH:20])=[O:13].[H-].[Na+].Br[CH2:24][CH2:25][CH2:26][CH2:27][CH2:28][C:29]#[N:30].C(OCC)C.O>CN(C)C=O>[OH:1][C:2]1[C:7]([CH2:8][CH2:9][CH3:10])=[C:6]([CH:5]=[CH:4][C:3]=1[C:12](=[O:13])[C:14]1[CH:19]=[CH:18][CH:17]=[CH:16][C:15]=1[OH:20])[O:11][CH2:24][CH2:25][CH2:26][CH2:27][CH2:28][C:29]#[N:30] |f:1.2,4.5|. Procedure: To a solution of 12.5 g of (2,4-dihydroxy-3-propylphenyl)(2-hydroxyphenyl)methanone in 460 ml of dimethylformamide were added 1.83 g of 60% sodium hydride in oil. The mixture was stirred for one hour under a nitrogen atmosphere. A solution of 4.9 ml of 6-bromohexanenitrile in a small volume of dimethylformamide was added. The reaction was stirred at 60° C. overnight, cooled to 25° C., and poured into a diethyl ether/water mixture. The layers were separated, and the organic layer was washed three... The reactants are O=C(O)CCNC(=O)C1CCCN(C(=O)COC2CCN(C(=O)OCc3ccccc3)CC2)C1, Cl, C1CCOC1. The product is Cl, O=C(O)CCNC(=O)C1CCCN(C(=O)COC2CCNCC2)C1. As a reaction SMILES: [CH2:1]([O:2][C:3](=[O:4])[N:11]1[CH2:12][CH2:13][CH:14]([O:17][CH2:18][C:19](=[O:20])[N:21]2[CH2:22][CH:23]([C:27](=[O:28])[NH:29][CH2:30][CH2:31][C:32](=[O:33])[OH:34])[CH2:24][CH2:25][CH2:26]2)[CH2:15][CH2:16]1)[c:5]1[cH:6][cH:7][cH:8][cH:9][cH:10]1.[ClH:35].[O:36]1[CH2:37][CH2:38][CH2:39][CH2:40]1>>[ClH:35].[NH:11]1[CH2:12][CH2:13][CH:14]([O:17][CH2:18][C:19](=[O:20])[N:21]2[CH2:22][CH:23]([C:27](=[O:28])[NH:29][CH2:30][CH2:31][C:32](=[O:33])[OH:34])[CH2:24][CH2:25][CH2:26]2)[CH2:15][CH2:16]1. Reactants: C[C@@H]1CN(C[C@@H](N1)C)C=1C=CC(=C(N)C1)OC (5-(cis-3,5-Dimethyl-1-piperazinyl)-2-(methyloxy)aniline), CN1CCOCC1 (morpholinomethyl-polystyrene), BrC1=CC=C(C=C1)S(=O)(=O)Cl (4-bromobenzenesulfonyl chloride). The solvent is ClCCl (dichloromethane). Run at time 24 hour. Yields the product BrC1=CC=C(C=C1)S(=O)(=O)NC1=C(C=CC(=C1)N1C[C@H](N[C@H](C1)C)C)OC (4-Bromo-N-[5-(cis-3,5-dimethyl-1-piperazinyl)-2-(methyloxy)phenyl]benzenesulfonamide). As a reaction SMILES: [CH3:1][C@H:2]1[NH:7][C@@H:6]([CH3:8])[CH2:5][N:4]([C:9]2[CH:10]=[CH:11][C:12]([O:16][CH3:17])=[C:13]([CH:15]=2)[NH2:14])[CH2:3]1.CN1CCOCC1.[Br:25][C:26]1[CH:31]=[CH:30][C:29]([S:32](Cl)(=[O:34])=[O:33])=[CH:28][CH:27]=1>ClCCl>[Br:25][C:26]1[CH:31]=[CH:30][C:29]([S:32]([NH:14][C:13]2[CH:15]=[C:9]([N:4]3[CH2:3][C@H:2]([CH3:1])[NH:7][C@H:6]([CH3:8])[CH2:5]3)[CH:10]=[CH:11][C:12]=2[O:16][CH3:17])(=[O:34])=[O:33])=[CH:28][CH:27]=1. Procedure: A solution of 5-(cis-3,5-dimethyl-1-piperazinyl)-2-(methyloxy)aniline (D4) (1.20 g, 5.1 mmol) in dichloromethane (35 ml) was treated with morpholinomethyl-polystyrene HL resin (2.45 g, 4.2 mmol/g loading, 10.29 mmol) followed by 4-bromobenzenesulfonyl chloride (2.60 g, 10.2 mmol). The resulting solution was stirred at room temperature overnight (˜24hours)and then the resin filtered off with methanol and the solvent evaporated in vacuo. The residue was passed through an SCX column eluting first w... Reactants: CN1CCNCC1, COCCOC, CN1C(=O)Cn2c(CCl)nnc2-c2cc(Cl)ccc21, [Na+], [OH-]. The product is CN1CCN(Cc2nnc3n2CC(=O)N(C)c2ccc(Cl)cc2-3)CC1. As a reaction SMILES: [CH3:20][N:21]1[CH2:22][CH2:23][NH:24][CH2:25][CH2:26]1.[CH3:29][O:30][CH2:31][CH2:32][O:33][CH3:34].[Cl:1][c:2]1[cH:3][cH:4][c:5]2[c:6]([cH:19]1)-[c:7]1[n:8]([c:14]([CH2:17][Cl:18])[n:15][n:16]1)[CH2:9][C:10](=[O:13])[N:11]2[CH3:12].[Na+:28].[OH-:27]>>[Cl:1][c:2]1[cH:3][cH:4][c:5]2[c:6]([cH:19]1)-[c:7]1[n:8]([c:14]([CH2:17][N:24]3[CH2:23][CH2:22][N:21]([CH3:20])[CH2:26][CH2:25]3)[n:15][n:16]1)[CH2:9][C:10](=[O:13])[N:11]2[CH3:12]. Starting materials: CCN(CC)C(=O)COc1cc(N)c(Cl)cc1C(=O)OC, CO, Cl, [Na+], [OH-], O. Product: CCN(CC)C(=O)COc1cc(N)c(Cl)cc1C(=O)O. Reaction SMILES: [CH3:1][O:2][C:3]([c:4]1[c:5]([O:12][CH2:13][C:14](=[O:15])[N:16]([CH2:17][CH3:18])[CH2:19][CH3:20])[cH:6][c:7]([NH2:11])[c:8]([Cl:10])[cH:9]1)=[O:21].[CH3:22][OH:23].[ClH:26].[Na+:25].[OH-:24].[OH2:27]>>[O:2]=[C:3]([c:4]1[c:5]([O:12][CH2:13][C:14](=[O:15])[N:16]([CH2:17][CH3:18])[CH2:19][CH3:20])[cH:6][c:7]([NH2:11])[c:8]([Cl:10])[cH:9]1)[OH:21].